Dataset: the Open Reaction Database (ORD), a public repository of structured organic reaction records. Task: describe an organic reaction: reactants, conditions, products, and yield Starting materials: CCOC=C(C(=O)OCC)C(=O)OCC, Nc1cc(C(F)(F)F)ccc1Cl, c1ccc(Oc2ccccc2)cc1. The product is CCOC(=O)C(=CN)C(=O)OCC. RXN SMILES: [CH2:13]([O:14][CH:16]=[C:17]([C:18](=[O:19])[O:20][CH2:21][CH3:22])[C:23](=[O:24])[O:25][CH2:26][CH3:27])[CH3:15].[Cl:1][c:2]1[cH:3][cH:5][c:6]([C:7]([F:8])([F:9])[F:10])[cH:11][c:12]1[NH2:4].[O:28]([c:29]1[cH:30][cH:31][cH:32][cH:33][cH:34]1)[c:35]1[cH:36][cH:37][cH:38][cH:39][cH:40]1>>[NH2:4][CH:16]=[C:17]([C:18](=[O:19])[O:20][CH2:21][CH3:22])[C:23](=[O:24])[O:25][CH2:26][CH3:27]. Starting materials: N1(CCCC1)C(=S)[S-].C(C)[NH+](CC)CC (Triethylammonium 1-pyrrolidinyldithiocarboxylate), [Cl-].[Li+] (lithium chloride), O1CCCC1 (tetrahydrofuran), O(C1=CC=CC=C1)P(=O)(OC1=CC=CC=C1)OC=1[C@@H]([C@@H]2N(C1C(=O)OCC1=CC=C(C=C1)[N+](=O)[O-])C([C@@H]2[C@@H](C)O)=O)C (p-nitrobenzyl (1R,5S,6S)-2-diphenoxyphosphoryloxy-6[(R)-1-hydroxyethyl]-1-methyl-1-carbapen-2-em-3-carboxylate). Run in O (water), C(C)(=O)OCC (ethyl acetate). Run at time 8 hour. The product is O[C@H](C)[C@@H]1[C@@H]2N(C(=C([C@@H]2C)SC(=S)N2CCCC2)C(=O)OCC2=CC=C(C=C2)[N+](=O)[O-])C1=O (p-nitrobenzyl (1R,5S,6S)-6-[(R)-1-hydroxyethyl]-2-[(1-pyrrolidinyl)thiocarbonylthio]-1-methyl-1-carbapen-2-em-3-carboxylate). Yield: 73.3%. RXN SMILES: [N:1]1([C:6]([S-:8])=[S:7])[CH2:5][CH2:4][CH2:3][CH2:2]1.C([NH+](CC)CC)C.[Cl-].[Li+].O1CCCC1.O(P(O[C:40]1[C@H:41]([CH3:64])[C@H:42]2[C@@H:59]([C@H:60]([OH:62])[CH3:61])[C:58](=[O:63])[N:43]2[C:44]=1[C:45]([O:47][CH2:48][C:49]1[CH:54]=[CH:53][C:52]([N+:55]([O-:57])=[O:56])=[CH:51][CH:50]=1)=[O:46])(OC1C=CC=CC=1)=O)C1C=CC=CC=1>O.C(OCC)(=O)C>[OH:62][C@@H:60]([C@H:59]1[C:58](=[O:63])[N:43]2[C:44]([C:45]([O:47][CH2:48][C:49]3[CH:50]=[CH:51][C:52]([N+:55]([O-:57])=[O:56])=[CH:53][CH:54]=3)=[O:46])=[C:40]([S:7][C:6]([N:1]3[CH2:5][CH2:4][CH2:3][CH2:2]3)=[S:8])[C@H:41]([CH3:64])[C@H:42]12)[CH3:61] |f:0.1,2.3|. Procedure details: Triethylammonium 1-pyrrolidinyldithiocarboxylate (1.0 g, 4.03 mmol) and lithium chloride (171 mg, 4.03 mmol) were added to a tetrahydrofuran solution (50 ml) of p-nitrobenzyl (1R,5S,6S)-2-diphenoxyphosphoryloxy-6[(R)-1-hydroxyethyl]-1-methyl-1-carbapen-2-em-3-carboxylate (2.0 g, 3.36 mmol) at room temperature. The mixture was stirred at that temperature overnight in a nitrogen stream, and poured in a mixed liquid of ethyl acetate and water. The organic layer was washed with saturated saline, dri...